This data is from the Open Reaction Database (ORD), a public repository of structured organic reaction records. The task is: describe an organic reaction: reactants, conditions, products, and yield Solvent: CO (MeOH). As a reaction SMILES: [F:1][CH:2]([F:15])[C:3]1N(C)[C:7]([CH:10]([OH:12])[CH3:11])=[C:6]([OH:13])[C:5](=[O:14])[CH:4]=1.[OH-:16].[Na+].[CH:18]1[CH:23]=[CH:22][C:21]([CH2:24]Br)=[CH:20][CH:19]=1>CO>[CH2:24]([O:13][C:6]1[C:5](=[O:14])[CH:4]=[C:3]([CH:2]([F:15])[F:1])[O:16][C:7]=1[CH:10]([OH:12])[CH3:11])[C:21]1[CH:22]=[CH:23][CH:18]=[CH:19][CH:20]=1 |f:1.2|. The product is C(C1=CC=CC=C1)OC1=C(OC(=CC1=O)C(F)F)C(C)O (3-benzyloxy-6-difluoromethyl-2-(1-hydroxy-ethyl)-pyran-4-one). Run at time 1.5 hour. The reactants are FC(C1=CC(C(=C(N1C)C(C)O)O)=O)F (6-difluoromethyl-3-hydroxy-2-(1-hydroxy-ethyl)-1-methyl-1H-pyridin-4-one), [OH-].[Na+] (NaOH), C1=CC=C(C=C1)CBr (BnBr), [OH-].[Na+] (NaOH), C1=CC=C(C=C1)CBr (BnBr). Procedure: The 6-difluoromethyl-3-hydroxy-2-(1-hydroxy-ethyl)-1-methyl-1H-pyridin-4-one product obtained in the 2 experiments in step 1 above were combined together and dissolved in MeOH (50 mL). A 6.0 M NaOH solution (4 mL, 24 mmol) and BnBr (2.85 mL, 24 mL) were successively added at room temperature. The progress of the reaction was monitored by HPLC Method 1 as described above. After 1.5 hrs, HPLC analysis of the reaction mixture indicated presence of about 15% of unreacted starting material. Thus, ano... Reactants: C(CCCCCCCCC\C=C/CC)O (cis-11-tetradecen-1-ol), CN(P(N(C)C)(N(C)C)=O)C (hexamethylphosphoric triamide), [OH-].[Na+] (sodium hydroxide), ClC1=CC=C(O1)C(=O)O (5-chloro-2-furoic acid). The solvent is C1(=CC=CC=C1)C (toluene), C(C)(=O)O (acetic acid). Reaction conditions: time 3 hour. Yields the product C(CCCCCCCCC\C=C/CC)OC1=CC=C(O1)C(=O)O (cis-5-(11-tetradecenyloxy)furan-2-carboxylic acid). RXN SMILES: [CH2:1]([OH:15])[CH2:2][CH2:3][CH2:4][CH2:5][CH2:6][CH2:7][CH2:8][CH2:9][CH2:10]/[CH:11]=[CH:12]\[CH2:13][CH3:14].[OH-].[Na+].Cl[C:19]1[O:23][C:22]([C:24]([OH:26])=[O:25])=[CH:21][CH:20]=1.CN(C)P(=O)(N(C)C)N(C)C>C1(C)C=CC=CC=1.C(O)(=O)C>[CH2:1]([O:15][C:19]1[O:23][C:22]([C:24]([OH:26])=[O:25])=[CH:21][CH:20]=1)[CH2:2][CH2:3][CH2:4][CH2:5][CH2:6][CH2:7][CH2:8][CH2:9][CH2:10]/[CH:11]=[CH:12]\[CH2:13][CH3:14] |f:1.2|. Procedure details: 8.8 g (0.0414 mole) of cis-11-tetradecen-1-ol was combined with 4.0 g (0.0829 mole) of sodium hydroxide (50% in oil) in 200 ml of dry toluene and heated to reflux with stirring for 3 hours. 6.1 g (0.414 mole) of 5-chloro-2-furoic acid was added, followed by 25 ml of hexamethylphosphoric triamide (HMPA), and the reaction mixture refluxed with stirring for 20 hours, cooled, and acidified with acetic acid. The mixture was extracted into ether and the organic layer washed with water and with brine a... Reactants: C(C1=CC=CC=C1)(=O)Cl (benzoyl chloride), NC=1C(=CC(=C(C(=O)OC(C)C)C1)Cl)F (1-methylethyl 5-amino-2-chloro-4-fluorobenzoate). Solvent: C(C)C(=O)C (methyl ethyl ketone). The product is C(C1=CC=CC=C1)(=O)NC=1C(=CC(=C(C(=O)OC(C)C)C1)Cl)F (1-Methylethyl 5-(benzoylamino)-2-chloro-4-fluorobenzoate). Yield: 90.0%. As a reaction SMILES: [C:1](Cl)(=[O:8])[C:2]1[CH:7]=[CH:6][CH:5]=[CH:4][CH:3]=1.[NH2:10][C:11]1[C:12]([F:24])=[CH:13][C:14]([Cl:23])=[C:15]([CH:22]=1)[C:16]([O:18][CH:19]([CH3:21])[CH3:20])=[O:17]>C(C(C)=O)C>[C:1]([NH:10][C:11]1[C:12]([F:24])=[CH:13][C:14]([Cl:23])=[C:15]([CH:22]=1)[C:16]([O:18][CH:19]([CH3:21])[CH3:20])=[O:17])(=[O:8])[C:2]1[CH:7]=[CH:6][CH:5]=[CH:4][CH:3]=1. Procedure: A solution of benzoyl chloride (2.94 g, 0.021 mole) and 1-methylethyl 5-amino-2-chloro-4-fluorobenzoate (4.62 g, 0.020 mole) in methyl ethyl ketone (50 ml) was stirred at room temperature for 3 days. Evaporation of the solvent and crystallization of the solid residue from ethyl ether gave colorless needles, m.p. 117°-119° C. (6 g, 90% yield). Reactants: BrC1=CC=C(C=C1)CC (1-bromo-4-ethylbenzene), C(C1=CC=CC=C1)OC1=NN(C(=C1C=O)C)C1=CC=C(C=C1)F (3-benzyloxy-1-(4-fluorophenyl)-4-formyl-5-methyl-1H-pyrazole), C(C1=CC=CC=C1)OC1=NN(C(=C1C=O)C)C1=CC=CC=C1 (3-benzyloxy-4-formyl-5-methyl-1-phenyl-1H-pyrazole). Yields the product C(C)C1=CC=C(C=C1)CC=1C(NN(C1C)C1=CC=C(C=C1)F)=O (4-[(4-Ethylphenyl)methyl]-1-(4-fluorophenyl)-5-methyl-1,2-dihydro-3H-pyrazol-3-one). Reaction SMILES: Br[C:2]1[CH:7]=[CH:6][C:5]([CH2:8][CH3:9])=[CH:4][CH:3]=1.C([O:17][C:18]1[C:22]([CH:23]=O)=[C:21]([CH3:25])[N:20]([C:26]2[CH:31]=[CH:30][C:29]([F:32])=[CH:28][CH:27]=2)[N:19]=1)C1C=CC=CC=1.C(OC1C(C=O)=C(C)N(C2C=CC=CC=2)N=1)C1C=CC=CC=1>>[CH2:8]([C:5]1[CH:6]=[CH:7][C:2]([CH2:23][C:22]2[C:18](=[O:17])[NH:19][N:20]([C:26]3[CH:27]=[CH:28][C:29]([F:32])=[CH:30][CH:31]=3)[C:21]=2[CH3:25])=[CH:3][CH:4]=1)[CH3:9]. Reported procedure: The title compound was prepared in a similar manner to that described in Example 1 using 1-bromo-4-ethylbenzene and 3-benzyloxy-1-(4-fluorophenyl)-4-formyl-5-methyl-1H-pyrazole instead of 4-bromoanisole and 3-benzyloxy-4-formyl-5-methyl-1-phenyl-1H-pyrazole, respectively. The reactants are OBO, CN(Cc1cc2nc(Cl)nc(N3CCOCC3)c2s1)S(=O)(=O)CCCCl, c1ccc2[nH]ccc2c1. Yields the product CN(Cc1cc2nc(-c3cccc4[nH]ccc34)nc(N3CCOCC3)c2s1)S(=O)(=O)CCCCl. As a reaction SMILES: [BH:27]([OH:28])[OH:29].[Cl:1][c:2]1[n:3][c:4]([N:21]2[CH2:22][CH2:23][O:24][CH2:25][CH2:26]2)[c:5]2[c:6]([n:7]1)[cH:8][c:9]([CH2:11][N:12]([S:13](=[O:14])(=[O:15])[CH2:16][CH2:17][CH2:18][Cl:19])[CH3:20])[s:10]2.[nH:30]1[cH:31][cH:32][c:33]2[cH:34][cH:35][cH:36][cH:37][c:38]12>>[c:2]1(-[c:34]2[c:33]3[cH:32][cH:31][nH:30][c:38]3[cH:37][cH:36][cH:35]2)[n:3][c:4]([N:21]2[CH2:22][CH2:23][O:24][CH2:25][CH2:26]2)[c:5]2[c:6]([n:7]1)[cH:8][c:9]([CH2:11][N:12]([S:13](=[O:14])(=[O:15])[CH2:16][CH2:17][CH2:18][Cl:19])[CH3:20])[s:10]2. The reactants are XII, CCN=C=NCCCN(C)C (EDCI), C(C)(C)(C)OC(=O)N1CC(C1)N (3-amino-azetidine-1-carboxylic acid tert-butyl ester), FC1=C(C=C(C(=O)NCC(=O)O)C=C1)C(F)(F)F ((4-fluoro-3-trifluoromethyl-benzoylamino)-acetic acid). Product: C(C)(C)(C)OC(=O)N1CC(C1)NC(CNC(C1=CC(=C(C=C1)F)C(F)(F)F)=O)=O (3-[2-(4-Fluoro-3-trifluoromethyl-benzoylamino)-acetylamino]-azetidine-1-carboxylic acid tert-butylester). As a reaction SMILES: CCN=C=NCCCN(C)C.[C:12]([O:16][C:17]([N:19]1[CH2:22][CH:21]([NH2:23])[CH2:20]1)=[O:18])([CH3:15])([CH3:14])[CH3:13].[F:24][C:25]1[CH:37]=[CH:36][C:28]([C:29]([NH:31][CH2:32][C:33](O)=[O:34])=[O:30])=[CH:27][C:26]=1[C:38]([F:41])([F:40])[F:39]>>[C:12]([O:16][C:17]([N:19]1[CH2:22][CH:21]([NH:23][C:33](=[O:34])[CH2:32][NH:31][C:29](=[O:30])[C:28]2[CH:36]=[CH:37][C:25]([F:24])=[C:26]([C:38]([F:39])([F:41])[F:40])[CH:27]=2)[CH2:20]1)=[O:18])([CH3:15])([CH3:13])[CH3:14]. Reported procedure: The title compounds were prepared as white solids from the EDCI coupling of 3-amino-azetidine-1-carboxylic acid tert-butyl ester (BetaPharma) and (4-fluoro-3-trifluoromethyl-benzoylamino)-acetic acid (analog synthesis by the procedure described in Organic Synthesis XII, 40-2, 1932) using the procedure described in Step F of Example 1.